describe an organic reaction: reactants, conditions, products, and yield From a dataset of the Open Reaction Database (ORD), a public repository of structured organic reaction records. Starting materials: ClC=1C(=CC(=C(C1)S(=O)(=O)N(C=1SC=NN1)CC1=C(C=C(C=C1)OC)OC)F)OC1=CC(=C(C=C1C1=CN=NC=C1)C1=C(C=CC=C1)F)Cl (5-chloro-4-(2-chloro-2′-fluoro-5-(pyridazin-4-yl)biphenyl-4-yloxy)-N-(2,4-dimethoxybenzyl)-2-fluoro-N-(1,3,4-thiadiazol-2-yl)benzenesulfonamide). Run in solution, Cl (HCl), O1CCOCC1 (1,4-dioxane). Run at time 3 hour. The product is ClC=1C(=CC(=C(C1)S(=O)(=O)NC=1SC=NN1)F)OC1=CC(=C(C=C1C1=CN=NC=C1)C1=C(C=CC=C1)F)Cl (5-Chloro-4-{[2-chloro-2′-fluoro-5-(pyridazin-4-yl)biphenyl-4-yl]oxy}-2-fluoro-N-(1,3,4-thiadiazol-2-yl)benzenesulfonamide). Yield: 4.8%. RXN SMILES: [Cl:1][C:2]1[C:3]([O:29][C:30]2[C:35]([C:36]3[CH:41]=[CH:40][N:39]=[N:38][CH:37]=3)=[CH:34][C:33]([C:42]3[CH:47]=[CH:46][CH:45]=[CH:44][C:43]=3[F:48])=[C:32]([Cl:49])[CH:31]=2)=[CH:4][C:5]([F:28])=[C:6]([S:8]([N:11](CC2C=CC(OC)=CC=2OC)[C:12]2[S:13][CH:14]=[N:15][N:16]=2)(=[O:10])=[O:9])[CH:7]=1>Cl.O1CCOCC1>[Cl:1][C:2]1[C:3]([O:29][C:30]2[C:35]([C:36]3[CH:41]=[CH:40][N:39]=[N:38][CH:37]=3)=[CH:34][C:33]([C:42]3[CH:47]=[CH:46][CH:45]=[CH:44][C:43]=3[F:48])=[C:32]([Cl:49])[CH:31]=2)=[CH:4][C:5]([F:28])=[C:6]([S:8]([NH:11][C:12]2[S:13][CH:14]=[N:15][N:16]=2)(=[O:10])=[O:9])[CH:7]=1. Procedure details: The crude 5-chloro-4-(2-chloro-2′-fluoro-5-(pyridazin-4-yl)biphenyl-4-yloxy)-N-(2,4-dimethoxybenzyl)-2-fluoro-N-(1,3,4-thiadiazol-2-yl)benzenesulfonamide (220 mg) was dissolved in a 4M solution of HCl in 1,4-dioxane (10 mL) and stirred at room temperature for 3 hours. The resulting precipitate was collected and purified by reverse phase chromatography using acetonitrile:water:0.05% formic acid followed by chromatography on silica gel eluting with dichloromethane/methanol 9:1 to give the title co... Run in CO (methanol), C(C)(=O)OCC (ethyl acetate). Reported procedure: N,N-Dimethyl-[5-[4-(2-phenyl-1,3-dithiolan-2-yl)benzoyl]-4,5,6,7-tetrahydrofuro[3,2-c]pyridin-2-ylmethyl]amine 0.271 g was dissolved in 2 ml of methanol; hydrogen chloride in ethyl acetate was added in excess, followed by stirring. This mixture was concentrated and washed with diethyl ether to yield the desired product. Yields the product Cl.CN(C)CC1=CC=2CN(CCC2O1)C(C1=CC=C(C=C1)C1(SCCS1)C1=CC=CC=C1)=O (N,N-dimethyl-[5-[4-(2-phenyl-1,3-dithiolan-2-yl)benzoyl]-4,5,6,7-tetrahydrofuro[3,2-c]pyridin-2-ylmethyl]amine hydrochloride). Reactants: CN(C)CC1=CC=2CN(CCC2O1)C(C1=CC=C(C=C1)C1(SCCS1)C1=CC=CC=C1)=O (N,N-Dimethyl-[5-[4-(2-phenyl-1,3-dithiolan-2-yl)benzoyl]-4,5,6,7-tetrahydrofuro[3,2-c]pyridin-2-ylmethyl]amine), Cl (hydrogen chloride). As a reaction SMILES: [CH3:1][N:2]([CH2:4][C:5]1[O:13][C:12]2[CH2:11][CH2:10][N:9]([C:14](=[O:32])[C:15]3[CH:20]=[CH:19][C:18]([C:21]4([C:26]5[CH:31]=[CH:30][CH:29]=[CH:28][CH:27]=5)[S:25][CH2:24][CH2:23][S:22]4)=[CH:17][CH:16]=3)[CH2:8][C:7]=2[CH:6]=1)[CH3:3].[ClH:33]>CO.C(OCC)(=O)C>[ClH:33].[CH3:3][N:2]([CH2:4][C:5]1[O:13][C:12]2[CH2:11][CH2:10][N:9]([C:14](=[O:32])[C:15]3[CH:16]=[CH:17][C:18]([C:21]4([C:26]5[CH:27]=[CH:28][CH:29]=[CH:30][CH:31]=5)[S:22][CH2:23][CH2:24][S:25]4)=[CH:19][CH:20]=3)[CH2:8][C:7]=2[CH:6]=1)[CH3:1] |f:4.5|. Reactants: N[C@@H]1CCC=2C=CC(=CC2[C@@H]1CC1=C(C=CC=C1)F)OCCNS(=O)(=O)C=1N=CN(C1)C (cis-N-(2-{[7-Amino-8-(2-fluorobenzyl)-5,6,7,8-tetrahydronaphthalen-2-yl]oxy}ethyl)-1-methyl-1H-imidazole-4-sulfonamide), C(C)(=O)Cl (acetyl chloride). The product is O=C1C2CC2C(N1[C@@H]1CCC=2C=CC(=CC2[C@@H]1CC1=C(C=CC=C1)F)OCCNS(=O)(=O)C=1N=CN(C1)C)=O (cis-N-(2-{[7-(2,4-Dioxo-3-azabicyclo[3.1.0]hex-3-yl)-8-(2-fluorobenzyl)-5,6,7,8-tetrahydronaphthalen-2-yl]oxy}ethyl)-1-methyl-1H-imidazole-4-sulfonamide). RXN SMILES: [NH2:1][C@H:2]1[C@@H:11]([CH2:12][C:13]2[CH:18]=[CH:17][CH:16]=[CH:15][C:14]=2[F:19])[C:10]2[CH:9]=[C:8]([O:20][CH2:21][CH2:22][NH:23][S:24]([C:27]3[N:28]=[CH:29][N:30]([CH3:32])[CH:31]=3)(=[O:26])=[O:25])[CH:7]=[CH:6][C:5]=2[CH2:4][CH2:3]1.[C:33](Cl)(=[O:35])[CH3:34]>>[O:35]=[C:33]1[N:1]([C@H:2]2[C@@H:11]([CH2:12][C:13]3[CH:18]=[CH:17][CH:16]=[CH:15][C:14]=3[F:19])[C:10]3[CH:9]=[C:8]([O:20][CH2:21][CH2:22][NH:23][S:24]([C:27]4[N:28]=[CH:29][N:30]([CH3:32])[CH:31]=4)(=[O:26])=[O:25])[CH:7]=[CH:6][C:5]=3[CH2:4][CH2:3]2)[C:8](=[O:20])[CH:7]2[CH:34]1[CH2:6]2. Reported procedure: cis-N-(2-{[7-Amino-8-(2-fluorobenzyl)-5,6,7,8-tetrahydronaphthalen-2-yl]oxy}ethyl)-1-methyl-1H-imidazole-4-sulfonamide (60 mg, 0.105 mmol) in acetyl chloride (2 mL, 28.1 mmol) was heated under reflux for 30 min. The acetyl chloride was evaporated in vacuo. The crude product dissolved in dichloromethane and washed successively with saturated sodium bicarbonate and saturated sodium chloride and dried (magnesium sulfate). The crude product was used for next step without further purification. Yield:... As a reaction SMILES: ClC(Cl)(OC(=O)OC(Cl)(Cl)Cl)Cl.OC(C(F)(F)F)=O.[NH2:20][C@H:21]([CH2:41][C:42]1[CH:47]=[CH:46][C:45]([Cl:48])=[CH:44][CH:43]=1)[C:22]([N:24]1[CH2:29][CH2:28][N:27]([C:30]2[CH:35]=[CH:34][CH:33]=[CH:32][C:31]=2[NH:36][S:37]([CH3:40])(=[O:39])=[O:38])[CH2:26][CH2:25]1)=[O:23].CCN(C(C)C)C(C)C.C([O:62][C:63](=O)[NH:64][CH2:65][CH2:66][CH2:67][NH2:68])(C)(C)C>>[Cl:48][C:45]1[CH:44]=[CH:43][C:42]([CH2:41][C@@H:21]([NH:20][C:63]([NH:64][CH2:65][CH2:66][CH2:67][NH2:68])=[O:62])[C:22]([N:24]2[CH2:25][CH2:26][N:27]([C:30]3[CH:35]=[CH:34][CH:33]=[CH:32][C:31]=3[NH:36][S:37]([CH3:40])(=[O:38])=[O:39])[CH2:28][CH2:29]2)=[O:23])=[CH:47][CH:46]=1 |f:1.2|. Yields the product ClC1=CC=C(C=C1)C[C@H](C(=O)N1CCN(CC1)C1=C(C=CC=C1)NS(=O)(=O)C)NC(=O)NCCCN (N-[(1R)-1-[(4-Chlorophenyl)methyl]-2-(4-{2-[(methylsulfonyl)amino]phenyl}piperazinyl)-2-oxoethyl][(3-aminopropyl)amino]carboxamide). Procedure: Following the procedure of Example 51, N-[(1R)-1-[(4-chlorophenyl)methyl]-2-(4-{2-[(methylsulfonyl)amino]phenyl}piperazinyl)-2-oxoethyl][(3-aminopropyl)amino]carboxamide, TFA salt was prepared from triphosgene (Avocado Chemical Company) (45 mg, 0.152 mmol), (2R)-2-amino-3-(4-chlorophenyl)-1-(4-{2-[(methylsulfonyl)amino]phenyl}piperazinyl)propan-1-one TFA salt (200 mg, 0.36 mmol), DIEA (0.32 mL, 0.916 mmol), and tert-butyl-N-(3-aminopropyl)carbamate (Aldrich Chemical Company) (96 mg, 0.55 mmol). ... The reactants are N-[(1R)-1-[(4-chlorophenyl)methyl]-2-(4-{2-[(methylsulfonyl)amino]phenyl}piperazinyl)-2-oxoethyl][(3-aminopropyl)amino]carboxamide, TFA salt, ClC(Cl)(OC(OC(Cl)(Cl)Cl)=O)Cl (triphosgene), OC(=O)C(F)(F)F.N[C@@H](C(=O)N1CCN(CC1)C1=C(C=CC=C1)NS(=O)(=O)C)CC1=CC=C(C=C1)Cl ((2R)-2-amino-3-(4-chlorophenyl)-1-(4-{2-[(methylsulfonyl)amino]phenyl}piperazinyl)propan-1-one TFA salt), CCN(C(C)C)C(C)C (DIEA), C(C)(C)(C)OC(NCCCN)=O (tert-butyl-N-(3-aminopropyl)carbamate). Reactants: C1CCNCC1, [CH3], CC(C)O, CCn1cc(C(=O)O)c(=O)c2cc(Cl)c(Cl)cc21, CN(C)C=O. Product: CCn1cc(C(=O)O)c(=O)c2cc(Cl)c(N3CCCCC3)cc21. As a reaction SMILES: [CH2:19]1[CH2:20][CH2:21][NH:22][CH2:23][CH2:24]1.[CH3:30].[CH:31]([OH:32])([CH3:33])[CH3:34].[Cl:1][c:2]1[cH:3][c:4]2[c:5](=[O:18])[c:6]([C:15](=[O:16])[OH:17])[cH:7][n:8]([CH2:13][CH3:14])[c:9]2[cH:10][c:11]1[Cl:12].[O:25]=[CH:26][N:27]([CH3:28])[CH3:29]>>[Cl:1][c:2]1[cH:3][c:4]2[c:5](=[O:18])[c:6]([C:15](=[O:16])[OH:17])[cH:7][n:8]([CH2:13][CH3:14])[c:9]2[cH:10][c:11]1[N:22]1[CH2:21][CH2:20][CH2:19][CH2:24][CH2:23]1. Reactants: C(C)(=O)N1C(CC(C2=CC(=CC=C12)C1=CC=C(C=C1)CCl)NC(OCC)=O)C (ethyl {1-acetyl-6-[4-(chloromethyl)phenyl]-2-methyl-1,2,3,4-tetrahydro-4-quinolinyl}carbamate), C([O-])([O-])=O.[K+].[K+] (potassium carbonate), material, N1CCCCC1 (piperidine). Procedure: (cis)-1-Acetyl-2-methyl-6-[4-(1-piperidinylmethyl)phenyl]-1,2,3,4-tetrahydro-4-quinolinamine (for a preparation see Intermediate 2) (50 mg, 0.132 mmol) was dissolved in dichloromethane (DCM) (2 mL), mixed with ethyl chloridocarbonate (0.015 mL, 0.159 mmol), and DIPEA (0.046 mL, 0.265 mmol) and stirred under nitrogen for 2.5 days. Another sample of ethyl chloridocarbonate (0.015 mL, 0.159 mmol) was added to the reaction, along with a sample of DIPEA (0.046 mL, 0.265 mmol). LCMS analysis after 73 ... Reaction conditions: temperature 85 celsius. Solvent: C(C)#N (acetonitrile). As a reaction SMILES: [C:1]([N:4]1[C:13]2[C:8](=[CH:9][C:10]([C:14]3[CH:19]=[CH:18][C:17]([CH2:20]Cl)=[CH:16][CH:15]=3)=[CH:11][CH:12]=2)[CH:7]([NH:22][C:23](=[O:27])[O:24][CH2:25][CH3:26])[CH2:6][CH:5]1[CH3:28])(=[O:3])[CH3:2].[NH:29]1[CH2:34][CH2:33][CH2:32][CH2:31][CH2:30]1.C(=O)([O-])[O-].[K+].[K+]>C(#N)C>[C:1]([N:4]1[C:13]2[C:8](=[CH:9][C:10]([C:14]3[CH:19]=[CH:18][C:17]([CH2:20][N:29]4[CH2:34][CH2:33][CH2:32][CH2:31][CH2:30]4)=[CH:16][CH:15]=3)=[CH:11][CH:12]=2)[C@H:7]([NH:22][C:23](=[O:27])[O:24][CH2:25][CH3:26])[CH2:6][C@@H:5]1[CH3:28])(=[O:3])[CH3:2] |f:2.3.4|. The product is C(C)(=O)N1[C@H](C[C@H](C2=CC(=CC=C12)C1=CC=C(C=C1)CN1CCCCC1)NC(OCC)=O)C (ethyl {(cis)-1-acetyl-2-methyl-6-[4-(1-piperidinylmethyl)phenyl]-1,2,3,4-tetrahydro-4-quinolinyl}carbamate).